Dataset: the Open Reaction Database (ORD), a public repository of structured organic reaction records. Task: describe an organic reaction: reactants, conditions, products, and yield The reactants are ClC=1C=C(OCC2=CC=C(C(=O)NC)C=C2)C=C(C1)[N+](=O)[O-] (4-(3-Chloro-5-nitro-phenoxymethyl)-N-methyl-benzamide), [NH4+].[Cl-] (NH4Cl). The reagents and catalysts are [Fe] (Fe). Yields the product NC=1C=C(OCC2=CC=C(C(=O)NC)C=C2)C=C(C1)Cl (4-(3-Amino-5-chloro-phenoxymethyl)-N-methyl-benzamide). Reaction SMILES: [Cl:1][C:2]1[CH:3]=[C:4]([CH:17]=[C:18]([N+:20]([O-])=O)[CH:19]=1)[O:5][CH2:6][C:7]1[CH:16]=[CH:15][C:10]([C:11]([NH:13][CH3:14])=[O:12])=[CH:9][CH:8]=1.[NH4+].[Cl-]>[Fe]>[NH2:20][C:18]1[CH:17]=[C:4]([CH:3]=[C:2]([Cl:1])[CH:19]=1)[O:5][CH2:6][C:7]1[CH:16]=[CH:15][C:10]([C:11]([NH:13][CH3:14])=[O:12])=[CH:9][CH:8]=1 |f:1.2|. Procedure details: The product from Example 195c was reduced with Fe and NH4Cl following the procedure from Example 237E to give the title compound. Reaction SMILES: [C:1](N1C=CC=CC1=O)(N1C=CC=CC1=O)=[S:2].[CH3:17][O:18][C:19]1[CH:20]=[C:21]2[C:26](=[CH:27][C:28]=1[O:29][CH3:30])[CH:25]=[N:24][C:23]([NH2:31])=[CH:22]2.C(OCC)(=O)C>ClCCl.C(OCC)(=O)C.CCCCCC>[N:31]([C:23]1[N:24]=[CH:25][C:26]2[C:21]([CH:22]=1)=[CH:20][C:19]([O:18][CH3:17])=[C:28]([O:29][CH3:30])[CH:27]=2)=[C:1]=[S:2] |f:4.5|. Solvent: ClCCl (dichloromethane), ClCCl (dichloromethane), C(C)(=O)OCC.CCCCCC (ethyl acetate hexane). The product is N(=C=S)C=1N=CC2=CC(=C(C=C2C1)OC)OC (3-isothiocyanato-6,7-dimethoxyisoquinoline). Starting materials: C(C)(=O)OCC (ethyl acetate), COC=1C=C2C=C(N=CC2=CC1OC)N (6,7-dimethoxyisoquinolin-3-amine), C(=S)(N1C(C=CC=C1)=O)N1C(C=CC=C1)=O (1,1′-thiocarbonyldipyridin-2(1H)-one). Procedure details: To a stirring solution of 1,1′-thiocarbonyldipyridin-2(1H)-one (124.6 mg, 0.536 mmol) in dichloromethane (3 mL) was added a suspension of 6,7-dimethoxyisoquinolin-3-amine (105 mg, 0.514 mmol) in dichloromethane (5 mL). The reaction mixture was applied directly to a Biotage column in 15-25% ethyl acetate/hexane followed by 100% ethyl acetate to give 3-isothiocyanato-6,7-dimethoxyisoquinoline as a white solid. Yield 69.4 mg (55%) NMR 1H NMR (500 MHz, CHLOROFORM-d) δ ppm 8.81 (1H, s), 7.31 (1H, s),... The reactants are O=C1N(CCC2=CC=CC=C12)C(C(C(=O)OC(C)(C)C)NC(=O)C)C(C[N+](=O)[O-])O (3-(1,2,3,4-tetrahydro-1-oxo-isoquinoline-2-yl)-acetamino-4-hydroxy-5-nitro-pentanoic acid, tert-butyl ester), C(C)(=O)O (acetic acid). Reagents/catalysts: [Pd] (Pd on charcoal). Run in CO (methanol). Run at time 4 hour. Yields the product O=C1N(CCC2=CC=CC=C12)C(C(C(=O)OC(C)(C)C)NC(=O)C)C(CN)O (3-(1,2,3,4-tetrahydro-1-oxo-isoquinoline-2-yl)-acetamino-5-amino-4-hydroxy-pentanoic acid, tert-butyl ester). RXN SMILES: [O:1]=[C:2]1[C:11]2[C:6](=[CH:7][CH:8]=[CH:9][CH:10]=2)[CH2:5][CH2:4][N:3]1[CH:12]([CH:25]([OH:30])[CH2:26][N+:27]([O-])=O)[CH:13]([NH:21][C:22]([CH3:24])=[O:23])[C:14]([O:16][C:17]([CH3:20])([CH3:19])[CH3:18])=[O:15].C(O)(=O)C>CO.[Pd]>[O:1]=[C:2]1[C:11]2[C:6](=[CH:7][CH:8]=[CH:9][CH:10]=2)[CH2:5][CH2:4][N:3]1[CH:12]([CH:25]([OH:30])[CH2:26][NH2:27])[CH:13]([NH:21][C:22]([CH3:24])=[O:23])[C:14]([O:16][C:17]([CH3:20])([CH3:19])[CH3:18])=[O:15]. Reported procedure: A mixture of 3-(1,2,3,4-tetrahydro-1-oxo-isoquinoline-2-yl)-acetamino-4-hydroxy-5-nitro-pentanoic acid, tert-butyl ester (2.55 g, 6.05 mMol) and 10% Pd on charcoal (1.5 g) in 100 mL of methanol containing 5 mL of 10% aqueous acetic acid was hydrogenated at room temperature for 4 hours. Filtration and evaporation of the solvent under reduced pressure gave of 3-(1,2,3,4-tetrahydro-1-oxo-isoquinoline-2-yl)-acetamino-5-amino-4-hydroxy-pentanoic acid, tert-butyl ester hydroacetate (2.7 g). The reactants are CNc1cccc(OCc2ccccc2)c1[N+](=O)[O-], CO, [Cl-], NN, O. Product: CNc1cccc(OCc2ccccc2)c1N. As a reaction SMILES: [CH2:1]([c:2]1[cH:3][cH:4][cH:5][cH:6][cH:7]1)[O:8][c:9]1[c:10]([N+:17]([O-:18])=[O:19])[c:11]([NH:12][CH3:13])[cH:14][cH:15][cH:16]1.[CH3:24][OH:25].[Cl-:20].[NH2:22][NH2:23].[OH2:21]>>[CH2:1]([c:2]1[cH:3][cH:4][cH:5][cH:6][cH:7]1)[O:8][c:9]1[c:10]([NH2:17])[c:11]([NH:12][CH3:13])[cH:14][cH:15][cH:16]1. The reactants are C(C1=CC=CC=C1)N1N2C(C(C=3C=CC(=CC13)Cl)=O)=CC=C2 (5-Benzyl-7-chloropyrrolo[1,2-b]cinnolin-10(5H)-one), [Al] (aluminum), C(C1=CC=CC=C1)(=O)OOC(C1=CC=CC=C1)=O (dibenzoyl peroxide), ClN1C(CCC1=O)=O (N-chlorosuccinimide). The solvent is C1CCOC1 (THF). Conditions: time 8 hour. Product: C(C1=CC=CC=C1)N1N2C(C(C=3C=CC(=CC13)Cl)=O)=CC=C2Cl (5-Benzyl-3,7-dichloropyrrolo[1,2-b]cinnolin-10(5H)-one). The yield is 46.0%. As a reaction SMILES: [CH2:1]([N:8]1[C:17]2[CH:16]=[C:15]([Cl:18])[CH:14]=[CH:13][C:12]=2[C:11](=[O:19])[C:10]2=[CH:20][CH:21]=[CH:22][N:9]12)[C:2]1[CH:7]=[CH:6][CH:5]=[CH:4][CH:3]=1.C(OOC(=O)C1C=CC=CC=1)(=O)C1C=CC=CC=1.[Cl:41]N1C(=O)CCC1=O.[Al]>C1COCC1>[CH2:1]([N:8]1[C:17]2[CH:16]=[C:15]([Cl:18])[CH:14]=[CH:13][C:12]=2[C:11](=[O:19])[C:10]2=[CH:20][CH:21]=[C:22]([Cl:41])[N:9]12)[C:2]1[CH:3]=[CH:4][CH:5]=[CH:6][CH:7]=1. Procedure details: 5-Benzyl-7-chloropyrrolo[1,2-b]cinnolin-10(5H)-one (4.5 g) was taken up in 50 ml of THF and a catalytic amount of dibenzoyl peroxide was added. N-chlorosuccinimide (1.95 g) was added portionwise over a period of 10 min. The flask was covered with aluminum foil and the mixture stirred at room temperature overnight under N2. The reaction mixture was concentrated and the residue taken up in chloroform and extracted with H2O and brine. The organic layer was then dried (MgSO4), charcoaled, filtered a... Starting materials: O=C([O-])[O-], Cc1ccc(CCl)nc1, [Cs+], [Cs+], CN(C)C=O, O, COc1ccc(C2=C(c3ccc(O)cc3)C(=O)C(C)(C)O2)cc1. Product: COc1ccc(C2=C(c3ccc(OCc4ccc(C)cn4)cc3)C(=O)C(C)(C)O2)cc1. Reaction SMILES: [C:24](=[O:25])([O-:26])[O-:27].[Cl:35][CH2:36][c:37]1[n:38][cH:39][c:40]([CH3:43])[cH:41][cH:42]1.[Cs+:28].[Cs+:29].[O:30]=[CH:31][N:32]([CH3:33])[CH3:34].[OH2:44].[OH:1][c:2]1[cH:3][cH:4][c:5]([C:8]2=[C:12]([c:13]3[cH:14][cH:15][c:16]([O:19][CH3:20])[cH:17][cH:18]3)[O:11][C:10]([CH3:21])([CH3:22])[C:9]2=[O:23])[cH:6][cH:7]1>>[O:1]([c:2]1[cH:3][cH:4][c:5]([C:8]2=[C:12]([c:13]3[cH:14][cH:15][c:16]([O:19][CH3:20])[cH:17][cH:18]3)[O:11][C:10]([CH3:21])([CH3:22])[C:9]2=[O:23])[cH:6][cH:7]1)[CH2:36][c:37]1[n:38][cH:39][c:40]([CH3:43])[cH:41][cH:42]1.